describe an organic reaction: reactants, conditions, products, and yield From a dataset of the Open Reaction Database (ORD), a public repository of structured organic reaction records. Reactants: Cc1c(NC(=O)CN2CCOCC2)cccc1[N+](=O)[O-], CCO, CO. Yields the product Cc1c(N)cccc1NC(=O)CN1CCOCC1. As a reaction SMILES: [CH3:1][c:2]1[c:3]([NH:11][C:12]([CH2:13][N:14]2[CH2:15][CH2:16][O:17][CH2:18][CH2:19]2)=[O:20])[cH:4][cH:5][cH:6][c:7]1[N+:8]([O-:9])=[O:10].[CH3:21][CH2:22][OH:23].[CH3:24][OH:25]>>[CH3:1][c:2]1[c:3]([NH:11][C:12]([CH2:13][N:14]2[CH2:15][CH2:16][O:17][CH2:18][CH2:19]2)=[O:20])[cH:4][cH:5][cH:6][c:7]1[NH2:8].